This data is from the Open Reaction Database (ORD), a public repository of structured organic reaction records. The task is: describe an organic reaction: reactants, conditions, products, and yield Reactants: COC1=CC=C(C[C@@H]2OC3=C(CC2)C=CC=C3)C=C1 ((R)-(-)-3,4-Dihydro-2-(4-methoxybenzyl)-2H-benzopyran), [I-].[Li+] (lithium iodide). Solvent: N1=C(C=C(C=C1C)C)C (2,4,6-collidine), C(C)(=O)OCC (ethyl acetate), Cl (HCl). Run at time 10 minute. Yields the product OC1=CC=C(C[C@@H]2OC3=C(CC2)C=CC=C3)C=C1 ((R)-(-)-3,4-Dihydro-2-(4-hydroxybenzyl)-2H-benzopyran). The yield is 94.9%. As a reaction SMILES: C[O:2][C:3]1[CH:19]=[CH:18][C:6]([CH2:7][C@H:8]2[CH2:13][CH2:12][C:11]3[CH:14]=[CH:15][CH:16]=[CH:17][C:10]=3[O:9]2)=[CH:5][CH:4]=1.[I-].[Li+]>N1C(C)=CC(C)=CC=1C.C(OCC)(=O)C.Cl>[OH:2][C:3]1[CH:19]=[CH:18][C:6]([CH2:7][C@H:8]2[CH2:13][CH2:12][C:11]3[CH:14]=[CH:15][CH:16]=[CH:17][C:10]=3[O:9]2)=[CH:5][CH:4]=1 |f:1.2|. Procedure: (R)-(-)-3,4-Dihydro-2-(4-methoxybenzyl)-2H-benzopyran (812 mg, 3.2 mmol), and lithium iodide (750 mg, 5.6 mmol) were dissolved in 2,4,6-collidine (2 ml) and heated to reflux for 24 hours. The reaction mixture was cooled, diluted with ethyl acetate (20 ml) and 10% HCl (20 ml), and stirred for 10 minutes. The layers were separated and the aqueous portion was extracted with ethyl acetate (50 ml). The combined organics were washed with water (20 ml), brine (20 ml), and were dried (MgSO4). The solven... Reactants: C1=C2C(=CC3=C1C(=O)OC3=O)C(=O)OC2=O (1,2,4,5-Benzenetetracarboxylic dianhydride), CO (methanol), C(C)(C)N(CC)C(C)C (diisopropylethyl amine), O(C1=CC=CC=C1)C=1C=C(CN[C@H]2CCCC3=CC=CC=C23)C=CC1 (N-(3-phenoxybenzyl)-N-[(1S)-1,2,3,4-tetrahydro-1-naphthalenyl]amine). Product: COC(=O)C1=C(C=C(C(=O)O)C(=C1)C(=O)N([C@H]1CCCC2=CC=CC=C12)CC1=CC(=CC=C1)OC1=CC=CC=C1)C(=O)O (4-(methoxycarbonyl)-6-({(3-phenoxybenzyl)[(1S)-1,2,3,4-tetrahydro-1-naphthalenyl]amino}carbonyl)isophthalic acid). Yield: 21.0%. RXN SMILES: [CH:1]1[C:6]2[C:7]([O:9][C:10](=[O:11])[C:5]=2[CH:4]=[C:3]2[C:12]([O:14][C:15](=[O:16])[C:2]=12)=[O:13])=[O:8].C(N(C(C)C)CC)(C)C.[O:26]([C:33]1[CH:34]=[C:35]([CH:48]=[CH:49][CH:50]=1)[CH2:36][NH:37][C@@H:38]1[C:47]2[C:42](=[CH:43][CH:44]=[CH:45][CH:46]=2)[CH2:41][CH2:40][CH2:39]1)[C:27]1[CH:32]=[CH:31][CH:30]=[CH:29][CH:28]=1.[CH3:51][OH:52]>>[CH3:51][O:52][C:7]([C:6]1[CH:1]=[C:2]([C:15]([N:37]([CH2:36][C:35]2[CH:48]=[CH:49][CH:50]=[C:33]([O:26][C:27]3[CH:28]=[CH:29][CH:30]=[CH:31][CH:32]=3)[CH:34]=2)[C@@H:38]2[C:47]3[C:42](=[CH:43][CH:44]=[CH:45][CH:46]=3)[CH2:41][CH2:40][CH2:39]2)=[O:16])[C:3]([C:12]([OH:14])=[O:13])=[CH:4][C:5]=1[C:10]([OH:9])=[O:11])=[O:8]. Procedure details: 1,2,4,5-Benzenetetracarboxylic dianhydride (13.8 mmol), diisopropylethyl amine, N-(3-phenoxybenzyl)-N-[(1S)-1,2,3,4-tetrahydro-1-naphthalenyl]amine and methanol were processed as described in Example 100. The residue was purified by flash chromatography (silica gel, 95:5 CH2Cl2:methanol to 8:2 CH2Cl2:methanol) to provide the title compounds as an off-white solid (120 mg, 21% yield). Reactants: CC(=CC(=O)Oc1ccc(C(=O)OC(C)(C)C)cc1)c1ccc2c(c1)C(C)(C)CCC2(C)C, C[Si](C)(C)I, CC(=CC(=O)Oc1ccc(C(=O)O)cc1)c1ccc2c(c1)C(C)(C)CCC2(C)C. Product: CC(=CC(=O)Oc1ccc(C(=O)O)cc1)c1ccc2c(c1)C(C)(C)CCC2(C)C. Reaction SMILES: [CH3:1][C:2]1([CH3:33])[c:3]2[cH:4][cH:5][c:6]([C:14](=[CH:15][C:16](=[O:17])[O:18][c:19]3[cH:20][cH:21][c:22]([C:23](=[O:24])[O:25][C:26]([CH3:27])([CH3:28])[CH3:29])[cH:30][cH:31]3)[CH3:32])[cH:7][c:8]2[C:9]([CH3:12])([CH3:13])[CH2:10][CH2:11]1.[CH3:34][Si:35]([I:36])([CH3:37])[CH3:38].[CH3:39][C:40]1([CH3:41])[CH2:42][CH2:43][C:44]([CH3:45])([CH3:46])[c:47]2[cH:48][c:49]([C:50]([CH3:51])=[CH:52][C:53]([O:54][c:55]3[cH:56][cH:57][c:58]([C:59]([OH:60])=[O:61])[cH:62][cH:63]3)=[O:64])[cH:65][cH:66][c:67]21>>[CH3:1][C:2]1([CH3:33])[c:3]2[cH:4][cH:5][c:6]([C:14](=[CH:15][C:16](=[O:17])[O:18][c:19]3[cH:20][cH:21][c:22]([C:23](=[O:24])[OH:25])[cH:30][cH:31]3)[CH3:32])[cH:7][c:8]2[C:9]([CH3:12])([CH3:13])[CH2:10][CH2:11]1. Reactants: Cl, C1CCOC1, N#Cc1ccc(C(O)c2cn(C(c3ccccc3)(c3ccccc3)c3ccccc3)cn2)cc1. Yields the product N#Cc1ccc(C(O)c2c[nH]cn2)cc1. As a reaction SMILES: [ClH:35].[O:36]1[CH2:37][CH2:38][CH2:39][CH2:40]1.[OH:1][CH:2]([c:3]1[cH:4][cH:5][c:6]([C:7]#[N:8])[cH:9][cH:10]1)[c:11]1[n:12][cH:13][n:14]([C:16]([c:17]2[cH:18][cH:19][cH:20][cH:21][cH:22]2)([c:23]2[cH:24][cH:25][cH:26][cH:27][cH:28]2)[c:29]2[cH:30][cH:31][cH:32][cH:33][cH:34]2)[cH:15]1>>[OH:1][CH:2]([c:3]1[cH:4][cH:5][c:6]([C:7]#[N:8])[cH:9][cH:10]1)[c:11]1[n:12][cH:13][nH:14][cH:15]1. Starting materials: CC(=O)ON(C(C)=O)C(C)c1ccc(-n2c(C)ccc2C)cc1, O=C([O-])[O-], CO, [K+], [K+]. Yields the product CC(=O)N(O)C(C)c1ccc(-n2c(C)ccc2C)cc1. Reaction SMILES: [C:1]([CH3:2])(=[O:3])[N:4]([O:5][C:6](=[O:7])[CH3:8])[CH:9]([CH3:10])[c:11]1[cH:12][cH:13][c:14](-[n:17]2[c:18]([CH3:23])[cH:19][cH:20][c:21]2[CH3:22])[cH:15][cH:16]1.[C:24](=[O:25])([O-:26])[O-:27].[CH3:30][OH:31].[K+:28].[K+:29]>>[C:1]([CH3:2])(=[O:3])[N:4]([OH:5])[CH:9]([CH3:10])[c:11]1[cH:12][cH:13][c:14](-[n:17]2[c:18]([CH3:23])[cH:19][cH:20][c:21]2[CH3:22])[cH:15][cH:16]1. Reactants: NC1=NC(=CC(=[N+]1[O-])C)NC1CCCCCCC1 (2-amino-4-methyl-6-(cyclooctylamino)pyrimidine-3-oxide), ClS(=O)(=O)O (chlorosulfonic acid), C(C)(C)N(CC)C(C)C (di-isopropylethylamine). Run in C(Cl)(Cl)Cl (chloroform). Conditions: time 8 hour. The product is [OH-].NC1=[N+](C(=CC(=N1)NC1CCCCCCC1)C)OS(=O)(=O)O (2-amino-6-methyl-4-(cyclooctylamino)-1-(sulfooxy)pyrimidinium hydroxide). Reaction SMILES: [NH2:1][C:2]1[N+:7]([O-:8])=[C:6]([CH3:9])[CH:5]=[C:4]([NH:10][CH:11]2[CH2:18][CH2:17][CH2:16][CH2:15][CH2:14][CH2:13][CH2:12]2)[N:3]=1.Cl[S:20]([OH:23])(=[O:22])=[O:21].C(N(C(C)C)CC)(C)C>C(Cl)(Cl)Cl>[OH-:8].[NH2:1][C:2]1[N:3]=[C:4]([NH:10][CH:11]2[CH2:12][CH2:13][CH2:14][CH2:15][CH2:16][CH2:17][CH2:18]2)[CH:5]=[C:6]([CH3:9])[N+:7]=1[O:8][S:20]([OH:23])(=[O:22])=[O:21] |f:4.5|. Reported procedure: A mixture of 1.00 grams of 2-amino-4-methyl-6-(cyclooctylamino)pyrimidine-3-oxide, 1.00 grams of chlorosulfonic acid, and 2.5 g of di-isopropylethylamine in 25 ml of chloroform is stirred overnight. The mixture is concentrated in vacuo. The residue is stirred with aqueous sodium bicarbonate, filtered and washed with ether to give the crude product. This is recrystallized from DMF and ethyl acetate to yield the purified 2-amino-6-methyl-4-(cyclooctylamino)-1-(sulfooxy)pyrimidinium hydroxide, inne... Starting materials: C(C)(=O)O[C@H]1[C@@H](O[C@@H]([C@H]([C@@H]1OC(C)=O)OC(C)=O)O\C(=C/C1=C(C=CC=C1)F)\C(=O)OCC)COC(C)=O ((2S,3S,4R,5S,6R)-2-(Acetoxymethyl)-6-(((Z)-3-ethoxy-1-(2-fluorophenyl)-3-oxoprop-1-en-2-yl)oxy)tetrahydro-2H-pyran-3,4,5-triyl triacetate), [Br-].C(C)(=O)O[C@H]1[C@@H](O)O[C@@H]([C@@H]([C@@H]1OC(C)=O)OC(C)=O)COC(C)=O (2,3,4,6 tetra-O-acetyl-α-D-galactose bromide), FC(C=1C=C(C=CC1)CC(C(=O)OCC)=O)(F)F (ethyl 3-(3-(trifluoromethyl)phenyl)-2-oxopropanoate), [H-].[Na+] (sodium hydride). Yields the product C(C)(=O)O[C@@H]1[C@@H](O[C@@H]([C@H]([C@@H]1OC(C)=O)OC(C)=O)O\C(=C/C1=CC(=CC=C1)C(F)(F)F)\C(=O)OCC)COC(C)=O ((2S,3R,4R,5S,6R)-2-(Acetoxymethyl)-6-(((Z)-3-ethoxy-3-oxo-1-(3(trifluoromethyl)phenyl)prop-1-en-2-yl)oxy)tetrahydro-2H-pyran-3,4,5-triyl triacetate). The yield is 22.0%. As a reaction SMILES: [C:1]([O:4][C@@H:5]1[C@@H:10]([O:11][C:12](=[O:14])[CH3:13])[C@H:9]([O:15][C:16](=[O:18])[CH3:17])[C@@H:8](O/C(/C(OCC)=O)=C\C2C=CC=CC=2F)[O:7][C@H:6]1[CH2:34][O:35][C:36](=[O:38])[CH3:37])(=[O:3])[CH3:2].[F:39][C:40]([F:56])([F:55])[C:41]1[CH:42]=[C:43]([CH2:47][C:48](=[O:54])[C:49]([O:51][CH2:52][CH3:53])=[O:50])[CH:44]=[CH:45][CH:46]=1.[H-].[Na+].[Br-].C(O[C@@H]1[C@@H](OC(=O)C)[C@@H](OC(=O)C)[C@@H](COC(=O)C)O[C@@H]1O)(=O)C>>[C:1]([O:4][C@H:5]1[C@@H:10]([O:11][C:12](=[O:14])[CH3:13])[C@H:9]([O:15][C:16](=[O:18])[CH3:17])[C@@H:8]([O:54]/[C:48](/[C:49]([O:51][CH2:52][CH3:53])=[O:50])=[CH:47]\[C:43]2[CH:44]=[CH:45][CH:46]=[C:41]([C:40]([F:55])([F:56])[F:39])[CH:42]=2)[O:7][C@H:6]1[CH2:34][O:35][C:36](=[O:38])[CH3:37])(=[O:3])[CH3:2] |f:2.3,4.5|. Reported procedure: The title compound was prepared as described for C4 using ethyl 3-(3-(trifluoromethyl)phenyl)-2-oxopropanoate B10 (100 mg, 0.384 mmol), sodium hydride (10.14 mg, 0.544 mmol) and 2,3,4,6 tetra-O-acetyl-α-D-galactose bromide (158 mg, 0.384 mmol). The resulting compound was isolated in the form of white solid in 22% yield. Starting materials: C(C)OC(CCC1=C(C=C(C=C1)OC1=CC(=CC(=C1)Cl)OC1=C(C=C(C=C1)C(F)(F)F)Br)C)=O (3-{4-[3-(2-Bromo-4-trifluoromethyl-phenoxy)-5-chloro-phenoxy]-2-methyl-phenyl}-propionic acid ethyl ester), FC=1C=C(C=CC1)O (3-fluorophenol). Product: ClC=1C=C(OC2=CC(=C(C=C2)CCC(=O)O)C)C=C(C1)OC1=C(C=C(C=C1)C(F)(F)F)OC1=CC(=CC=C1)F (3-(4-{3-Chloro-5-[2-(3-fluoro-phenoxy)-4-trifluoromethyl-phenoxy]-phenoxy}-2-methyl-phenyl)-propionic acid). Reaction SMILES: C([O:3][C:4](=[O:34])[CH2:5][CH2:6][C:7]1[CH:12]=[CH:11][C:10]([O:13][C:14]2[CH:19]=[C:18]([Cl:20])[CH:17]=[C:16]([O:21][C:22]3[CH:27]=[CH:26][C:25]([C:28]([F:31])([F:30])[F:29])=[CH:24][C:23]=3Br)[CH:15]=2)=[CH:9][C:8]=1[CH3:33])C.[F:35][C:36]1[CH:37]=[C:38]([OH:42])[CH:39]=[CH:40][CH:41]=1>>[Cl:20][C:18]1[CH:19]=[C:14]([CH:15]=[C:16]([O:21][C:22]2[CH:27]=[CH:26][C:25]([C:28]([F:29])([F:31])[F:30])=[CH:24][C:23]=2[O:42][C:38]2[CH:39]=[CH:40][CH:41]=[C:36]([F:35])[CH:37]=2)[CH:17]=1)[O:13][C:10]1[CH:11]=[CH:12][C:7]([CH2:6][CH2:5][C:4]([OH:3])=[O:34])=[C:8]([CH3:33])[CH:9]=1. Reported procedure: The title compound is prepare by reacting the compound of 3-{4-[3-(2-Bromo-4-trifluoromethyl-phenoxy)-5-chloro-phenoxy]-2-methyl-phenyl}-propionic acid ethyl ester with 3-fluorophenol as in Example 45 to afford 0.025 g (23%). 1H NMR (400 MHz, CDCl3); MS (ES+) m/z mass calculated for C29H21O5F4Cl 560, found 578 and 580 (M+NH4, 100%).